This data is from the Open Reaction Database (ORD), a public repository of structured organic reaction records. The task is: describe an organic reaction: reactants, conditions, products, and yield Reactants: C[Al](C)C, Cc1ccccc1, COC(=O)c1cc2nc(Nc3c(C)cccc3Cl)[nH]c2c2c1OC(C)(C)C2, Nc1cccc(C(F)(F)F)c1F. Yields the product Cc1cccc(Cl)c1Nc1nc2cc(C(=O)Nc3cccc(C(F)(F)F)c3F)c3c(c2[nH]1)CC(C)(C)O3. RXN SMILES: [CH3:40][Al:41]([CH3:42])[CH3:43].[CH3:44][c:45]1[cH:46][cH:47][cH:48][cH:49][cH:50]1.[Cl:1][c:2]1[c:3]([NH:9][c:10]2[nH:11][c:12]3[c:13]([n:14]2)[cH:15][c:16]([C:24](=[O:25])[O:26][CH3:27])[c:17]2[c:18]3[CH2:19][C:20]([CH3:22])([CH3:23])[O:21]2)[c:4]([CH3:8])[cH:5][cH:6][cH:7]1.[F:28][c:29]1[c:30]([NH2:31])[cH:32][cH:33][cH:34][c:35]1[C:36]([F:37])([F:38])[F:39]>>[Cl:1][c:2]1[c:3]([NH:9][c:10]2[nH:11][c:12]3[c:13]([n:14]2)[cH:15][c:16]([C:24](=[O:25])[NH:31][c:30]2[c:29]([F:28])[c:35]([C:36]([F:37])([F:38])[F:39])[cH:34][cH:33][cH:32]2)[c:17]2[c:18]3[CH2:19][C:20]([CH3:22])([CH3:23])[O:21]2)[c:4]([CH3:8])[cH:5][cH:6][cH:7]1. The reactants are C1(=CC=CC=C1)COC1=C(C=CC(=C1)OCC1=CC=CC=C1)NC(C(F)(F)F)=O (N-[2,4-bis(phenylmethoxy)phenyl]-2,2,2-trifluoroacetamide), [H][H] (hydrogen). The reagents and catalysts are [Pd] (palladium on carbon). The solvent is C(C)O (ethanol). Yields the product OC1=C(C=CC(=C1)O)NC(C(F)(F)F)=O (N-(2,4-dihydroxyphenyl)-2,2,2-trifluoroacetamide). As a reaction SMILES: C1(C[O:8][C:9]2[CH:14]=[C:13]([O:15]CC3C=CC=CC=3)[CH:12]=[CH:11][C:10]=2[NH:23][C:24](=[O:29])[C:25]([F:28])([F:27])[F:26])C=CC=CC=1.[H][H]>[Pd].C(O)C>[OH:8][C:9]1[CH:14]=[C:13]([OH:15])[CH:12]=[CH:11][C:10]=1[NH:23][C:24](=[O:29])[C:25]([F:26])([F:27])[F:28]. Procedure: A mixture of 1.5 grams (0.0036 mole) of, N-[2,4-bis(phenylmethoxy)phenyl]-2,2,2-trifluoroacetamide and 0.2 gram (catalyst) of 10% palladium on carbon in 125 mL of ethanol was treated with hydrogen gas in a Parr Hydrogenator, yielding 0.80 gram of the subject compound. The NMR spectrum was consistent with the proposed structure. The reactants are BrC=1C=CC=C2CCC(CC12)=O (8-bromo-2-tetralone), C(C)(=O)[O-].[Na+] (sodium acetate), C(#N)[BH3-].[Na+] (sodium cyanoborohydride), Cl.CNC (dimethylamine hydrochloride), 4A. Solvent: C(C)#N (acetonitrile). Run at time 3 day. The product is CN(C1CC2=C(C=CC=C2CC1)Br)C (2-Dimethylamino-8-bromo-1,2,3,4-tetrahydronaphthalene). Isolated yield 29.5%. RXN SMILES: [Br:1][C:2]1[CH:3]=[CH:4][CH:5]=[C:6]2[C:11]=1[CH2:10][C:9](=O)[CH2:8][CH2:7]2.C([O-])(=O)C.[Na+].C([BH3-])#N.[Na+].Cl.[CH3:23][NH:24][CH3:25]>C(#N)C>[CH3:23][N:24]([CH3:25])[CH:9]1[CH2:8][CH2:7][C:6]2[C:11](=[C:2]([Br:1])[CH:3]=[CH:4][CH:5]=2)[CH2:10]1 |f:1.2,3.4,5.6|. Procedure details: To a solution of 8-bromo-2-tetralone (4.5 gm, 20 mMol) in acetonitrile (100 mL) were added sodium acetate (9.9 gm, 120 mMol), sodium cyanoborohydride (880 mg, 120 mMol), dimethylamine hydrochloride (9.8 gm, mMol) and 4A sieves (2.0 gm). The mixture was stirred at room temperature for 3 days. The reaction mixture was then filtered through a bed of celite, and the filtrate was poured into a slurry of ice and water. The solution was made acidic (HCl) and extracted well with diethyl ether. The remai...